From a dataset of the Open Reaction Database (ORD), a public repository of structured organic reaction records. describe an organic reaction: reactants, conditions, products, and yield Run in N1=CC=CC=C1 (pyridine), N1=CC=CC=C1 (pyridine). Yields the product ClC1=C(C(=CC=C1)Cl)S(=O)(=O)N (2,6-Dichlorobenzenesulfonamide). Procedure: A solution of 2,6-dichlorobenzenesulfonyl chloride (10.50 g, 42.77 mmol) in 100 mL of pyridine was added dropwise to 100 mL of pyridine while anhydrous ammonia gas was bubbled through the solution. After 4 hours at 0° C., the mixture was acidified to pH>1 with 6N aq. HCl, then extracted with ethyl acetate. The combined organic layer was then dried (Na2SO4) and concentrated to give the desired product (8.69 g, 90%). EI-MS (m/z) 225.0, 227.1 (M−). Reaction conditions: time 4 hour. Reaction SMILES: [Cl:1][C:2]1[CH:7]=[CH:6][CH:5]=[C:4]([Cl:8])[C:3]=1[S:9](Cl)(=[O:11])=[O:10].[NH3:13]>N1C=CC=CC=1>[Cl:1][C:2]1[CH:7]=[CH:6][CH:5]=[C:4]([Cl:8])[C:3]=1[S:9]([NH2:13])(=[O:11])=[O:10]. Isolated yield 90.0%. Reactants: ClC1=C(C(=CC=C1)Cl)S(=O)(=O)Cl (2,6-dichlorobenzenesulfonyl chloride), N (ammonia). Starting materials: CC(=O)Cl, CC(C)(C=C(F)CO)c1ccc(Cl)cc1, c1ccccc1, c1ccncc1. The product is CC(=O)OCC(F)=CC(C)(C)c1ccc(Cl)cc1. RXN SMILES: [CH3:1][C:2]([Cl:3])=[O:4].[Cl:5][c:6]1[cH:7][cH:8][c:9]([C:12]([CH:13]=[C:14]([CH2:15][OH:16])[F:17])([CH3:18])[CH3:19])[cH:10][cH:11]1.[cH:20]1[cH:21][cH:22][cH:23][cH:24][cH:25]1.[cH:26]1[cH:27][cH:28][n:29][cH:30][cH:31]1>>[CH3:1][C:2](=[O:4])[O:16][CH2:15][C:14](=[CH:13][C:12]([c:9]1[cH:8][cH:7][c:6]([Cl:5])[cH:11][cH:10]1)([CH3:18])[CH3:19])[F:17]. RXN SMILES: [CH2:1]([C:3]1[C:4](=O)[N:5]([C:9]([NH:11][CH2:12][CH2:13][C:14]2[CH:19]=[CH:18][C:17](S(NC(NC3CCC(C)CC3)=O)(=O)=O)=[CH:16][CH:15]=2)=[O:10])[CH2:6][C:7]=1[CH3:8])[CH3:2].CCC1[C:41](=[O:42])N(C(NCCC2C=CC(S(NC(N[C@@H]3CC[C@@H](C)CC3)=O)(=O)=O)=CC=2)=O)CC=1C.C1(CCN=C=O)C=CC=CC=1>>[CH2:1]([CH:3]1[CH:7]([CH3:8])[CH2:6][N:5]([C:9]([NH:11][CH2:12][CH2:13][C:14]2[CH:15]=[CH:16][CH:17]=[CH:18][CH:19]=2)=[O:10])[C:4]1=[C:41]=[O:42])[CH3:2]. Reactants: CCC1=C(CN(C1=O)C(=O)NCCC2=CC=C(C=C2)S(=O)(=O)NC(=O)N[C@H]3CC[C@@H](CC3)C)C (glimepiride), 3-Ethyl-4-methyl-3-pyrrolidin-2-one, C1(=CC=CC=C1)CCN=C=O (2-phenylethylisocyanate), heterocyclic substituted sulfonylureas, C(C)C=1C(N(CC1C)C(=O)NCCC1=CC=C(C=C1)S(=O)(=O)NC(=O)NC1CCC(CC1)C)=O (N-[4-[2-(3-ethyl-4-methyl-2-oxo-3-pyrroline-1-carboxamido)-ethyl]-benzenesulfonyl]-N′-4-methylcyclohexylurea), CCC1=C(CN(C1=O)C(=O)NCCC2=CC=C(C=C2)S(=O)(=O)NC(=O)N[C@H]3CC[C@@H](CC3)C)C (glimepiride). The product is C(C)C1C(N(CC1C)C(=O)NCCC1=CC=CC=C1)=C=O ([2-(3-Ethyl-4-methyl-2-carbonyl pyrrolidine amido)ethyl]benzene). Procedure details: U.S. Pat. No. 4,379,785 (hereinafter referred to as the '785 patent) discloses heterocyclic substituted sulfonylureas, particularly N-[4-[2-(3-ethyl-4-methyl-2-oxo-3-pyrroline-1-carboxamido)-ethyl]-benzenesulfonyl]-N′-4-methylcyclohexylurea i.e. glimepiride. The '785 patent teaches the preparation of glimepiride starting from 3-Ethyl-4-methyl-3-pyrrolidin-2-one and 2-phenylethylisocyanate to give [2-(3-Ethyl-4-methyl-2-carbonyl pyrrolidine amido)ethyl]benzene. The [2-(3-Ethyl-4-methyl-2-carbonyl... Reactants: BrCc1ccccc1, O=Cc1ccc[nH]1, [H-], [Na+], CN(C)C=O. Product: O=Cc1cccn1Cc1ccccc1. RXN SMILES: [CH2:10]([c:11]1[cH:12][cH:13][cH:14][cH:15][cH:16]1)[Br:17].[CH:3](=[O:4])[c:5]1[nH:6][cH:7][cH:8][cH:9]1.[H-:1].[Na+:2].[O:18]=[CH:19][N:20]([CH3:21])[CH3:22]>>[CH:3](=[O:4])[c:5]1[n:6]([CH2:10][c:11]2[cH:12][cH:13][cH:14][cH:15][cH:16]2)[cH:7][cH:8][cH:9]1. Starting materials: CN (methylamine), [O-]S(=O)(=O)[O-].[Na+].[Na+] (Na2SO4), [Na] (sodium), COC(C1=C(N=C(C=C1NC(CC)C=O)C)OC1=C(C=C(C=C1C)Cl)C)=O (2-(4-chloro-2,6-dimethyl-phenoxy)-4-(1-formyl-propylamino)-6-methyl-nicotinic acid methyl ester). The reagents and catalysts are C(C)(=O)O (acetic acid). Solvent: ClC(C)Cl (dichloroethane). Yields the product COC(C1=C(N=C(C=C1NC(CC)CNC)C)OC1=C(C=C(C=C1C)Cl)C)=O (2-(4-Chloro-2,6-dimethyl-phenoxy)-6-methyl-4-(1-methylaminomethyl-propylamino)-nicotinic acid methyl ester). RXN SMILES: [CH3:1][O:2][C:3](=[O:27])[C:4]1[C:9]([NH:10][CH:11]([CH:14]=O)[CH2:12][CH3:13])=[CH:8][C:7]([CH3:16])=[N:6][C:5]=1[O:17][C:18]1[C:23]([CH3:24])=[CH:22][C:21]([Cl:25])=[CH:20][C:19]=1[CH3:26].[CH3:28][NH2:29].[O-]S([O-])(=O)=O.[Na+].[Na+].[Na]>ClC(Cl)C.C(O)(=O)C>[CH3:1][O:2][C:3](=[O:27])[C:4]1[C:9]([NH:10][CH:11]([CH2:14][NH:29][CH3:28])[CH2:12][CH3:13])=[CH:8][C:7]([CH3:16])=[N:6][C:5]=1[O:17][C:18]1[C:23]([CH3:24])=[CH:22][C:21]([Cl:25])=[CH:20][C:19]=1[CH3:26] |f:2.3.4,^1:36|. Procedure details: A mixture of 2-(4-chloro-2,6-dimethyl-phenoxy)-4-(1-formyl-propylamino)-6-methyl-nicotinic acid methyl ester (67 mg, 0.17 mmol) in dichloroethane (2 ml) was treated with methylamine, 1 drop of acetic acid, anhydrous Na2SO4 and sodium cyanoborohdride and stirred at rt. overnight. The mixture was quenched with water, extracted with methylene chloride. The organic layer was separated, dried, concentrated, and purified by silica gel Biotage using methylene chloride to 5% methanol in methylene chlori... The reactants are CC1(CC1)C(=O)C1=CN(C2=NC=C(N=C21)C2=CC(=C(C(=C2)OC)OC)OC)[Si](C(C)C)(C(C)C)C(C)C ((1-methyl-cyclopropyl)-[5-triisopropylsilanyl-2-(3,4,5-trimethoxy-phenyl)-5H-pyrrolo[2,3-b]pyrazin-7-yl]-methanone), [F-].C(CCC)[N+](CCCC)(CCCC)CCCC (tetrabutyl ammonium fluoride). Run in O1CCCC1 (tetrahydrofuran). Run at time 10 minute. Product: CC1(CC1)C(=O)C1=CNC2=NC=C(N=C21)C2=CC(=C(C(=C2)OC)OC)OC ((1-methyl-cyclopropyl)-[2-(3,4,5-trimethoxy-phenyl)-5H-pyrrolo[2,3-b]pyrazin-7-yl]-methanone). Yield: 6.8%. Reaction SMILES: [CH3:1][C:2]1([C:5]([C:7]2[C:15]3[C:10](=[N:11][CH:12]=[C:13]([C:16]4[CH:21]=[C:20]([O:22][CH3:23])[C:19]([O:24][CH3:25])=[C:18]([O:26][CH3:27])[CH:17]=4)[N:14]=3)[N:9]([Si](C(C)C)(C(C)C)C(C)C)[CH:8]=2)=[O:6])[CH2:4][CH2:3]1.[F-].C([N+](CCCC)(CCCC)CCCC)CCC>O1CCCC1>[CH3:1][C:2]1([C:5]([C:7]2[C:15]3[C:10](=[N:11][CH:12]=[C:13]([C:16]4[CH:21]=[C:20]([O:22][CH3:23])[C:19]([O:24][CH3:25])=[C:18]([O:26][CH3:27])[CH:17]=4)[N:14]=3)[NH:9][CH:8]=2)=[O:6])[CH2:4][CH2:3]1 |f:1.2|. Reported procedure: A solution of (1-methyl-cyclopropyl)-[5-triisopropylsilanyl-2-(3,4,5-trimethoxy-phenyl)-5H-pyrrolo[2,3-b]pyrazin-7-yl]-methanone (20 mg, 0.4 mmol) in anhydrous tetrahydrofuran (2 ml) was treated with tetrabutyl ammonium fluoride (1M in tetrahydrofuran, 0.1 ml, 0.1 mmol) dropwise. The reaction mixture was allowed to stir at room temperature for 10 minutes, and then partitioned between EtOAc/water. The organic layers were collected, dried over MgSO4, filtered, and concentrated giving a yellow soli... The reactants are C(C)(=O)O[C@H]1[C@H](SC2=CC=C(C=C2)N)O[C@@H]([C@H]([C@@H]1OC(C)=O)O[C@H]1[C@H](OC(C)=O)[C@@H](OC(C)=O)[C@H](OC(C)=O)[C@H](O1)COC(C)=O)COC(C)=O (4-aminophenyl 2,3,6-tri-O-acetyl-4-O-(2,3,4,6-tetra-O-acetyl-β-D-glucopyranosyl)-1-thio-β-D-glucopyranoside). Solvent: O (water). Yields the product [C@@H]1([C@H](O)[C@@H](O)[C@H](O)[C@H](O1)CO)O[C@H]1[C@@H]([C@H]([C@H](SC2=CC=C(C=C2)N)O[C@@H]1CO)O)O (4-Aminophenyl 4-O-(β-D-glucopyranosyl)-1-thio-β-D-glucopyranoside). Reaction SMILES: C([O:4][C@@H:5]1[C@@H:18]([O:19]C(=O)C)[C@H:17]([O:23][C@@H:24]2[O:41][C@H:40]([CH2:42][O:43]C(=O)C)[C@@H:35]([O:36]C(=O)C)[C@H:30]([O:31]C(=O)C)[C@H:25]2[O:26]C(=O)C)[C@@H:16]([CH2:47][O:48]C(=O)C)[O:15][C@H:6]1[S:7][C:8]1[CH:13]=[CH:12][C:11]([NH2:14])=[CH:10][CH:9]=1)(=O)C>O>[C@@H:24]1([O:23][C@@H:17]2[C@@H:16]([CH2:47][OH:48])[O:15][C@@H:6]([S:7][C:8]3[CH:9]=[CH:10][C:11]([NH2:14])=[CH:12][CH:13]=3)[C@H:5]([OH:4])[C@H:18]2[OH:19])[O:41][C@H:40]([CH2:42][OH:43])[C@@H:35]([OH:36])[C@H:30]([OH:31])[C@H:25]1[OH:26]. Procedure: A 3.0 g portion of 4-aminophenyl 2,3,6-tri-O-acetyl-4-O-(2,3,4,6-tetra-O-acetyl-β-D-glucopyranosyl)-1-thio-β-D-glucopyranoside was reacted as described in Example 29, giving 1.49 g of the desired intermediate as a solid, [α]D26 =-47°±4° (0.34%, water).